This data is from the Open Reaction Database (ORD), a public repository of structured organic reaction records. The task is: describe an organic reaction: reactants, conditions, products, and yield The reactants are C(C)(=O)O[C@H]1[C@@H](C2=C1C=CC=C2)OC(C)=O (trans-1,2-diacetoxy-1,2-dihydrobenzocyclobutene), C(C)(=O)OC1(CC2(C=3C(C=CC(C3C1)=O)=O)SCCS2)C(C)=O (rac-3'-acetoxy-3'-acetyl-1',2',3',4',5',8'-hexahydro-5',8'-dioxospiro[1,3-dithiolane-2,1'-naphthalene]). The solvent is C=1(C(=CC=CC1)C)C (xylene). Product: C(C)(=O)OC1(CC2(C=3C(C4=CC5=CC=CC=C5C=C4C(C3C1)=O)=O)SCCS2)C(C)=O (rac-3'-acetoxy-3'-acetyl-1',2',3',4',5',12'-hexahydro-5',12'-dioxospiro-[1,3-dithiolane-2,1'-naphthacene]). Isolated yield 81.8%. RXN SMILES: C(O[C@@H:5]1[C:8]2[CH:9]=[CH:10][CH:11]=[CH:12][C:7]=2[C@H:6]1OC(=O)C)(=O)C.[C:17]([O:20][C:21]1([C:37](=[O:39])[CH3:38])[CH2:30][C:29]2[C:28](=[O:31])[CH:27]=[CH:26][C:25](=[O:32])[C:24]=2[C:23]2([S:36][CH2:35][CH2:34][S:33]2)[CH2:22]1)(=[O:19])[CH3:18]>C1(C)C(C)=CC=CC=1>[C:17]([O:20][C:21]1([C:37](=[O:39])[CH3:38])[CH2:30][C:29]2[C:28](=[O:31])[C:27]3[C:26](=[CH:6][C:7]4[C:8]([CH:5]=3)=[CH:9][CH:10]=[CH:11][CH:12]=4)[C:25](=[O:32])[C:24]=2[C:23]2([S:36][CH2:35][CH2:34][S:33]2)[CH2:22]1)(=[O:19])[CH3:18]. Procedure: A mixture of 0.825 g (0.00375 mol) of trans-1,2-diacetoxy-1,2-dihydrobenzocyclobutene and 1.20 g (0.0034 mol) of rac-3'-acetoxy-3'-acetyl-1',2',3',4',5',8'-hexahydro-5',8'-dioxospiro[1,3-dithiolane-2,1'-naphthalene] [prepared as described in Example 5(A)] in 65 ml of xylene was stirred and heated under reflux under an atmosphere of nitrogen for 16 hours. The solution was evaporated to dryness and the residue was stirred with 20 ml of diethyl ether and filtered to give 1.259 g (82%) of rac-3'-ace... Reactants: CN1N=CC(=C1)C1=CN=C2C(=N1)C(=CN2COCC[Si](C)(C)C)C(=O)O (2-(1-methyl-1H-pyrazol-4-yl)-5-((2-(trimethylsilyl)ethoxy)methyl)-5H-pyrrolo[3,2-b]pyrazine-7-carboxylic acid), Cl.C(#N)C1CNC1 (3-cyanoazetidine hydrochloride), C(=O)(OC(C)(C)C)N[C@H](C(C)(C)C)C(=O)O (Boc-D-tert-leucine), FC(CO)(F)F (2,2,2-trifluoroethanol), N1CCCC1 (pyrrolidine), CC(C)(C)OC(=O)N[C@H](C1CC1)C(=O)O (Boc-D-cyclopropyl glycine), C1(CC1)C=1N=C2C(=NC1)N(C=C2C(=O)O)COCC[Si](C)(C)C (2-cyclopropyl-5-(2-trimethylsilanyl-ethoxymethyl)-5H-pyrrolo[2,3-b]pyrazine-7-carboxylic acid). Yields the product C(#N)C1CN(C1)C([C@@H](C1CC1)NC(=O)C1=CNC2=NC=C(N=C21)C=2C=NN(C2)C)=O (2-(1-Methyl-1H-pyrazol-4-yl)-5H-pyrrolo[2,3-b]pyrazine-7-carboxylic acid [(R)-2-(3-cyano-azetidin-1-yl)-1-cyclopropyl-2-oxo-ethyl]-amide). As a reaction SMILES: Cl.[C:2]([CH:4]1[CH2:7][NH:6][CH2:5]1)#[N:3].N1CCCC1.CC(O[C:18]([NH:20][C@@H:21]([C:25]([OH:27])=O)[CH:22]1[CH2:24][CH2:23]1)=[O:19])(C)C.C(N[C@@H](C(O)=O)C(C)(C)C)(OC(C)(C)C)=O.[CH3:44][N:45]1[CH:49]=[C:48]([C:50]2[N:55]=[C:54]3[C:56](C(O)=O)=[CH:57][N:58](COCC[Si](C)(C)C)[C:53]3=[N:52][CH:51]=2)[CH:47]=[N:46]1.C1(C2N=C3C(C(O)=O)=CN(COCC[Si](C)(C)C)C3=NC=2)CC1.FC(F)(F)CO>>[C:2]([CH:4]1[CH2:7][N:6]([C:25](=[O:27])[C@H:21]([NH:20][C:18]([C:56]2[C:54]3[C:53](=[N:52][CH:51]=[C:50]([C:48]4[CH:47]=[N:46][N:45]([CH3:44])[CH:49]=4)[N:55]=3)[NH:58][CH:57]=2)=[O:19])[CH:22]2[CH2:23][CH2:24]2)[CH2:5]1)#[N:3] |f:0.1|. Procedure details: Prepared according to the procedure outlined in Example 1 substituting 3-cyanoazetidine hydrochloride for pyrrolidine, Boc-D-cyclopropyl glycine for Boc-D-tert-leucine, and 2-(1-methyl-1H-pyrazol-4-yl)-5-((2-(trimethylsilyl)ethoxy)methyl)-5H-pyrrolo[3,2-b]pyrazine-7-carboxylic acid for 2-cyclopropyl-5-(2-trimethylsilanyl-ethoxymethyl)-5H-pyrrolo[2,3-b]pyrazine-7-carboxylic acid. N-Boc deprotection was achieved using 2,2,2-trifluoroethanol in a microwave reactor. MS: (M+H)+=405. Reactants: FC(C=1C=C(C=CC1)C=1C=2N(C=CC1)N=C(N2)NC2=CC=C(C(=O)OC)C=C2)(F)F (methyl 4-(8-(3-(trifluoromethyl)phenyl)-[1,2,4]triazolo[1,5-a]pyridine-2-ylamino)benzoate), Cl (HCl). Run in [OH-].[Na+] (sodium hydroxide), O1CCOCC1 (1,4-dioxane). Run at temperature 0 celsius, time 3 hour. Product: FC(C=1C=C(C=CC1)C=1C=2N(C=CC1)N=C(N2)NC2=CC=C(C(=O)O)C=C2)(F)F (4-(8-(3-(trifluoromethyl)phenyl)-[1,2,4] triazolo[1,5-a]pyridin-2-ylamino)benzoic acid). Isolated yield 100.4%. RXN SMILES: [F:1][C:2]([F:30])([F:29])[C:3]1[CH:4]=[C:5]([C:9]2[C:10]3[N:11]([N:15]=[C:16]([NH:18][C:19]4[CH:28]=[CH:27][C:22]([C:23]([O:25]C)=[O:24])=[CH:21][CH:20]=4)[N:17]=3)[CH:12]=[CH:13][CH:14]=2)[CH:6]=[CH:7][CH:8]=1.Cl>[OH-].[Na+].O1CCOCC1>[F:29][C:2]([F:1])([F:30])[C:3]1[CH:4]=[C:5]([C:9]2[C:10]3[N:11]([N:15]=[C:16]([NH:18][C:19]4[CH:28]=[CH:27][C:22]([C:23]([OH:25])=[O:24])=[CH:21][CH:20]=4)[N:17]=3)[CH:12]=[CH:13][CH:14]=2)[CH:6]=[CH:7][CH:8]=1 |f:2.3|. Procedure: A solution of methyl 4-(8-(3-(trifluoromethyl)phenyl)-[1,2,4]triazolo[1,5-a]pyridine-2-ylamino)benzoate (1.03 g, 2.50 mmol, 1 equiv) in 2M aqueous sodium hydroxide (10 mL) and 1,4-dioxane (5 mL) was heated at 80-90° C. After 3 h, the solution was cooled to 0° C. and neutralized by the addition of 6M HCl until pH=4-5. The resulting solid was collected by filtration and rinsed sequentially with water, isopropanol, and hexanes to afford crude 4-(8-(3-(trifluoromethyl)phenyl)-[1,2,4] triazolo[1,5-a]... Reactants: CC1(NC(CC(C1)=O)(C)C)C (2,2,6,6-tetramethyl-4-piperidone), C(CCC)N (butylamine). The reagents and catalysts are [Pt]=O (platinum oxide). Run in CO (methanol). Run at time 5 hour. Yields the product C(CCC)NC1CC(NC(C1)(C)C)(C)C (4-Butylamino-2,2,6,6-tetramethylpiperidine). RXN SMILES: [CH3:1][C:2]1([CH3:11])[CH2:7][C:6](=O)[CH2:5][C:4]([CH3:10])([CH3:9])[NH:3]1.[CH2:12]([NH2:16])[CH2:13][CH2:14][CH3:15]>CO.[Pt]=O>[CH2:12]([NH:16][CH:6]1[CH2:7][C:2]([CH3:11])([CH3:1])[NH:3][C:4]([CH3:10])([CH3:9])[CH2:5]1)[CH2:13][CH2:14][CH3:15]. Procedure: 2.0 g of platinum oxide were added to a solution of 155 g of 2,2,6,6-tetramethyl-4-piperidone and 80 g of butylamine in 300 ml of methanol. The resulting mixture was then hydrogenated under a hydrogen atmosphere in a Parr hydrogenation apparatus at room temperature for 5 hours. After completion of the reaction, the platinum catalyst was filtered off and the solvent was distilled from the filtrate under reduced pressure. The residue was purified by vacuum distillation, to give the desired product... Reactants: BrC=1C=C2CCCNC2=CC1 (6-bromo-1,2,3,4-tetra-hydroquinoline), CC(=O)C (acetone), C1CCOS1(=O)=O (propanesultone), CC(=O)C (acetone), C1CCOS1(=O)=O (propane-1,3-sultone), CC(=O)C (acetone). Solvent: CO (methanol). Yields the product BrC=1C=C2CCCN(C2=CC1)CCCS(=O)(=O)O (6-Bromo-1,2,3,4-tetrahydroquinoline-N-propanesulphonic acid). As a reaction SMILES: [Br:1][C:2]1[CH:3]=[C:4]2[C:9](=[CH:10][CH:11]=1)[NH:8][CH2:7][CH2:6][CH2:5]2.CC(C)=O.[CH2:16]1[S:20](=[O:22])(=[O:21])[O:19][CH2:18][CH2:17]1>CO>[Br:1][C:2]1[CH:3]=[C:4]2[C:9](=[CH:10][CH:11]=1)[N:8]([CH2:18][CH2:17][CH2:16][S:20]([OH:22])(=[O:21])=[O:19])[CH2:7][CH2:6][CH2:5]2. Procedure details: 4.2 g of the 6-bromo-1,2,3,4-tetra-hydroquinoline obtained according to a) above were dissolved in 0 ml. acetone and, while stirring at 50° C., 2.44 g. molten propane-1,3-sultone, dissolved in 20 ml. acetone, were added dropwise within the course of 30 minutes. After boiling under reflux for 24 hours, a further 2.44 g. molten propanesultone, dissolved in 20 ml. acetone, were added dropwise under the same conditions. After boiling under reflux for 48 hours, the reaction mixture was subjected to c... The reactants are BrC=1C=C(C=O)C=CC1 (3-bromobenzaldehyde), C(CCC)[Li] (n-butyl lithium), hexanes, [I-].C(C)(C)[P+](C1=CC=CC=C1)(C1=CC=CC=C1)C1=CC=CC=C1 (iso-propyltriphenylphosphonium iodide). Run in C1CCOC1 (THF). Run at temperature -23 celsius, time 0.5 hour. Product: C(=C(C)C)C=1C=C(C=CC1)Br (3-(iso-buten-1-yl)-phenylbromide). Yield: 79.0%. Reaction SMILES: [I-].[CH:2]([P+](C1C=CC=CC=1)(C1C=CC=CC=1)C1C=CC=CC=1)([CH3:4])[CH3:3].C([Li])CCC.[Br:29][C:30]1[CH:31]=[C:32]([CH:35]=[CH:36][CH:37]=1)[CH:33]=O>C1COCC1>[CH:33]([C:32]1[CH:31]=[C:30]([Br:29])[CH:37]=[CH:36][CH:35]=1)=[C:2]([CH3:4])[CH3:3] |f:0.1|. Reported procedure: To a suspension of iso-propyltriphenylphosphonium iodide in dry THF (150 mL) under nitrogen at −23° C. was added 2.5 M n-butyl lithium in hexanes (13.4 mL, 33.6 mmol). The resulting solution was stirred 0.5 hours at −23° C., the cooling bath was removed, and the reaction was stirred 0.5 hours at ambient temperature to give a dark red homogeneous solution which was cooled to −23° C. To the solution was added neat 3-bromobenzaldehyde (3.73 mL, 32 mmol). The cooling bath was removed, the reaction w...